From a dataset of the Open Reaction Database (ORD), a public repository of structured organic reaction records. describe an organic reaction: reactants, conditions, products, and yield The reactants are FC1=CC=C(C=C1)C1=NC(=CC=C1C(=O)N[C@H](C(=O)OC(C)(C)C)CCSC)OC(CN1C=NC=C1)C1=CC=C(C=C1)F (tert-butyl (2S)-2-{2-(4-fluorophenyl)-6-[1-(4-fluorophenyl)-2-(imidazol-1-yl)ethoxy]pyrid-3-oylamino}-4-methylsulfanylbutyrate). Solvent: C(=O)(C(F)(F)F)O (TFA). Product: FC1=CC=C(C=C1)C1=NC(=CC=C1C(=O)N[C@H](C(=O)O)CCSC)OC(CN1C=NC=C1)C1=CC=C(C=C1)F ((2S)-2-{2-(4-fluorophenyl)-6-[1-(4-fluorophenyl)-2-(imidazol-1-yl)ethoxy]pyrid-3-oylamino}-4-methylsulfanylbutyric acid). RXN SMILES: [F:1][C:2]1[CH:7]=[CH:6][C:5]([C:8]2[C:13]([C:14]([NH:16][C@@H:17]([CH2:25][CH2:26][S:27][CH3:28])[C:18]([O:20]C(C)(C)C)=[O:19])=[O:15])=[CH:12][CH:11]=[C:10]([O:29][CH:30]([C:37]3[CH:42]=[CH:41][C:40]([F:43])=[CH:39][CH:38]=3)[CH2:31][N:32]3[CH:36]=[CH:35][N:34]=[CH:33]3)[N:9]=2)=[CH:4][CH:3]=1>C(O)(C(F)(F)F)=O>[F:1][C:2]1[CH:7]=[CH:6][C:5]([C:8]2[C:13]([C:14]([NH:16][C@@H:17]([CH2:25][CH2:26][S:27][CH3:28])[C:18]([OH:20])=[O:19])=[O:15])=[CH:12][CH:11]=[C:10]([O:29][CH:30]([C:37]3[CH:38]=[CH:39][C:40]([F:43])=[CH:41][CH:42]=3)[CH2:31][N:32]3[CH:36]=[CH:35][N:34]=[CH:33]3)[N:9]=2)=[CH:4][CH:3]=1. Procedure: A solution of tert-butyl (2S)-2-{2-(4-fluorophenyl)-6-[1-(4-fluorophenyl)-2-(imidazol-1-yl)ethoxy]pyrid-3-oylamino}-4-methylsulfanylbutyrate (0.1 g.) in TFA(20 ml.) was stirred at ambient temperature under an inert atmosphere for 30 minutes. The TFA was evaporated away and the residue was converted to the hydrochloride salt to give (2S)-2-{2-(4-fluorophenyl)-6-[1-(4-fluorophenyl)-2-(imidazol-1-yl)ethoxy]pyrid-3-oylamino}-4-methylsulfanylbutyric acid as a white solid (0.092 g.). Reactants: C=CCOC(=O)N1CC(C(C)(C)C)CC1(CCCOS(C)(=O)=O)O[SiH](C)C, CN(C)C=O, CC(C)(C)[O-], [K+], O, c1c[nH]cn1. Yields the product C=CCOC(=O)N1CC(C(C)(C)C)CC1(CCCn1ccnc1)O[SiH](C)C. Reaction SMILES: [CH2:12]([CH:13]=[CH2:14])[O:15][C:16](=[O:17])[N:18]1[C:19]([CH2:27][CH2:28][CH2:29][O:30][S:31]([CH3:32])(=[O:33])=[O:34])([O:35][SiH:36]([CH3:37])[CH3:38])[CH2:20][CH:21]([C:23]([CH3:24])([CH3:25])[CH3:26])[CH2:22]1.[CH3:40][N:41]([CH3:42])[CH:43]=[O:44].[CH3:6][C:7]([CH3:8])([O-:9])[CH3:10].[K+:11].[OH2:39].[nH:1]1[cH:2][n:3][cH:4][cH:5]1>>[n:1]1([CH2:29][CH2:28][CH2:27][C:19]2([O:35][SiH:36]([CH3:37])[CH3:38])[N:18]([C:16]([O:15][CH2:12][CH:13]=[CH2:14])=[O:17])[CH2:22][CH:21]([C:23]([CH3:24])([CH3:25])[CH3:26])[CH2:20]2)[cH:2][n:3][cH:4][cH:5]1. Reactants: ClC1=C(C=NC2=CC(=C(C=C12)OC)OC)C#N (4-chloro-6,7-dimethoxy-quinoline-3-carbonitrile), ClC1=CC(=C(N)C=C1)F (4-chloro-2-fluoroaniline), Cl.N1=CC=CC=C1 (pyridine hydrochloride), C(C)OC(C)O (ethoxyethanol), C([O-])([O-])=O.[Na+].[Na+] (sodium carbonate). Solvent: O (water). Product: ClC1=CC(=C(C=C1)NC1=C(C=NC2=CC(=C(C=C12)OC)OC)C#N)F (4-(4-chloro-2-fluoro-phenylamino)-6,7-dimethoxy-quinoline-3-carbonitrile). Yield: 90.7%. As a reaction SMILES: Cl[C:2]1[C:11]2[C:6](=[CH:7][C:8]([O:14][CH3:15])=[C:9]([O:12][CH3:13])[CH:10]=2)[N:5]=[CH:4][C:3]=1[C:16]#[N:17].[Cl:18][C:19]1[CH:25]=[CH:24][C:22]([NH2:23])=[C:21]([F:26])[CH:20]=1.Cl.N1C=CC=CC=1.C(OC(O)C)C.C(=O)([O-])[O-].[Na+].[Na+]>O>[Cl:18][C:19]1[CH:25]=[CH:24][C:22]([NH:23][C:2]2[C:11]3[C:6](=[CH:7][C:8]([O:14][CH3:15])=[C:9]([O:12][CH3:13])[CH:10]=3)[N:5]=[CH:4][C:3]=2[C:16]#[N:17])=[C:21]([F:26])[CH:20]=1 |f:2.3,5.6.7|. Procedure: A mixture of 2.0 g of 4-chloro-6,7-dimethoxy-quinoline-3-carbonitrile, 1.46 g of 4-chloro-2-fluoroaniline, 0.925 g of pyridine hydrochloride, and 125 ml of ethoxyethanol was stirred under nitrogen, at reflux temperature for 1 h. The mixture was cooled and added to 1000 ml of water. To this mixture was added sodium carbonate to pH 9. The product was collected, washed with water, and dried to give 2.61 g of 4-(4-chloro-2-fluoro-phenylamino)-6,7-dimethoxy-quinoline-3-carbonitrile as a solid, mp 139... Starting materials: [H-].[Na+] (Sodium hydride), Cl[C@H]1CN(CCCC1)CCC1=CC(=CC=C1)OC ((R)-3-chloro-1-(3-methoxyphenethyl)homopiperidine), C1=CC=CC=2NC3=C(OCC21)C=CC=C3 (5,11-Dihydrodibenzo[b,e][1,4]oxazepine). Solvent: C(O)([O-])=O.[Na+] (sodium hydrogencarbonate), CCCCCC (hexane), CS(=O)C (dimethyl sulfoxide), C(C)(=O)OCC (ethyl acetate), CS(=O)C (dimethyl sulfoxide). Reaction conditions: time 30 minute. Product: COC=1C=C(CCN2[C@H](CCCC2)CN2C3=C(OCC4=C2C=CC=C4)C=CC=C3)C=CC1 ((R)-5,11-dihydro-5-[1-(3-methoxyphenethyl)piperidine-2-ylmethyl] dibenzo[b,e][1,4]oxazepine), oil. Isolated yield 30.0%. As a reaction SMILES: [H-].[Na+].[CH:3]1[C:13]2[CH2:12][O:11][C:10]3[CH:14]=[CH:15][CH:16]=[CH:17][C:9]=3[NH:8][C:7]=2[CH:6]=[CH:5][CH:4]=1.Cl[C@@H:19]1[CH2:25][CH2:24][CH2:23][CH2:22][N:21]([CH2:26][CH2:27][C:28]2[CH:33]=[CH:32][CH:31]=[C:30]([O:34][CH3:35])[CH:29]=2)[CH2:20]1>CCCCCC.CS(C)=O.C(=O)([O-])O.[Na+].C(OCC)(=O)C>[CH3:35][O:34][C:30]1[CH:29]=[C:28]([CH:33]=[CH:32][CH:31]=1)[CH2:27][CH2:26][N:21]1[CH2:22][CH2:23][CH2:24][CH2:25][C@@H:20]1[CH2:19][N:8]1[C:7]2[CH:6]=[CH:5][CH:4]=[CH:3][C:13]=2[CH2:12][O:11][C:10]2[CH:14]=[CH:15][CH:16]=[CH:17][C:9]1=2 |f:0.1,6.7|. Procedure: 60% Sodium hydride (27 mg, 0.68 mmol) was washed with hexane under argon atmosphere, and then suspended in dimethyl sulfoxide (5 ml). The obtained suspension was stirred at room temperature for 30 minutes. 5,11-Dihydrodibenzo[b,e][1,4]oxazepine (122 mg, 0.68 mmol) was added to the suspension, and they were stirred at room temperature for 20 minutes and then at 50° C. for 30 minutes. A solution of (R)-3-chloro-1-(3-methoxyphenethyl)homopiperidine (182 mg, 0.68 mmol) in dimethyl sulfoxide (3 ml) w...